From a dataset of the Open Reaction Database (ORD), a public repository of structured organic reaction records. describe an organic reaction: reactants, conditions, products, and yield Starting materials: P(=O)(Cl)(Cl)Cl (phosphorus oxychloride), S1C(=CC=C1)CC(=O)ON=C(C(=O)O)C1=CC(=CC=C1)O (2-[2-(2-thienyl)acetoxyimino]-2-(3-hydroxyphenyl)acetic acid), NC1[C@@H]2N(C(=C(CS2)CSC2=NN=NN2C)C(=O)O)C1=O (7-amino-3-(1-methyl-1H-tetrazol-5-yl)thiomethyl-3-cephem-4-carboxylic acid), C[Si](C)(C)C(C(=O)N)[Si](C)(C)C (bis(trimethylsilyl)acetamide). Run in C(C)(=O)OCC (ethyl acetate), C(Cl)Cl (methylene chloride), CN(C=O)C (Dimethylformamide), O (Water), C(C)(=O)OCC (ethyl acetate), C(C)(=O)OCC (ethyl acetate). Conditions: temperature -20 celsius. The product is S1C(=CC=C1)CC(=O)ON=C(C(=O)NC1[C@@H]2N(C(=C(CS2)CSC2=NN=NN2C)C(=O)O)C1=O)C1=CC(=CC=C1)O (7-[2-(2-(2-thienyl)acetoxyimino)-2-(3-hydroxyphenyl)acetamido]-3-(1methyl-1H-tetrazol-5-yl)thiomethyl-3-cephem-4-carboxylic acid). Yield: 71.5%. Reaction SMILES: P(Cl)(Cl)(Cl)=O.[S:6]1[CH:10]=[CH:9][CH:8]=[C:7]1[CH2:11][C:12]([O:14][N:15]=[C:16]([C:20]1[CH:25]=[CH:24][CH:23]=[C:22]([OH:26])[CH:21]=1)[C:17]([OH:19])=O)=[O:13].[NH2:27][CH:28]1[C:46](=[O:47])[N:30]2[C:31]([C:43]([OH:45])=[O:44])=[C:32]([CH2:35][S:36][C:37]3[N:41]([CH3:42])[N:40]=[N:39][N:38]=3)[CH2:33][S:34][C@H:29]12.C[Si](C([Si](C)(C)C)C(N)=O)(C)C>C(OCC)(=O)C.O.C(Cl)Cl.CN(C)C=O>[S:6]1[CH:10]=[CH:9][CH:8]=[C:7]1[CH2:11][C:12]([O:14][N:15]=[C:16]([C:20]1[CH:25]=[CH:24][CH:23]=[C:22]([OH:26])[CH:21]=1)[C:17]([NH:27][CH:28]1[C:46](=[O:47])[N:30]2[C:31]([C:43]([OH:45])=[O:44])=[C:32]([CH2:35][S:36][C:37]3[N:41]([CH3:42])[N:40]=[N:39][N:38]=3)[CH2:33][S:34][C@H:29]12)=[O:19])=[O:13]. Reported procedure: Dimethylformamide (0.4 g.), phosphorus oxychloride (0.81 g.), methylene chloride (20 ml.), ethyl acetate (10 ml.) and 2-[2-(2-thienyl)acetoxyimino]-2-(3-hydroxyphenyl)acetic acid (syn isomer) (1.68 g.) were treated in a manner as in example 1(B) to give an ethyl acetate solution. On the other hand, 7-amino-3-(1-methyl-1H-tetrazol-5-yl)thiomethyl-3-cephem-4-carboxylic acid (1.64 g.) and bis(trimethylsilyl)acetamide (3.55 g.) were dissolved in ethyl acetate (20 ml.) and stirred at -20° C., to whic... Starting materials: [N+](=O)([O-])C1=C(CNC2CCN(CC2)C(=O)OC(C)(C)C)C=CC=C1 (tert-butyl 4-(2-nitrobenzylamino)piperidine-1-carboxylate), C1=CN(C=N1)C(=O)N2C=CN=C2 (CDI), C(Cl)Cl (DCM), CCOC(=O)C (EtOAc). Run in C1CCOC1 (THF), C1CCOC1 (THF). Run at time 16 hour. Yields the product O=C1NC2=CC=CC=C2CN1C1CCN(CC1)C(=O)OC(C)(C)C (tert-Butyl 4-(1,2-dihydro-2-oxoquinazolin-3(4H)-yl)piperidine-1-carboxylate). The yield is 24.4%. RXN SMILES: [N+:1]([C:4]1[CH:24]=[CH:23][CH:22]=[CH:21][C:5]=1[CH2:6][NH:7][CH:8]1[CH2:13][CH2:12][N:11]([C:14]([O:16][C:17]([CH3:20])([CH3:19])[CH3:18])=[O:15])[CH2:10][CH2:9]1)([O-])=O.C1N=CN([C:30](N2C=NC=C2)=[O:31])C=1.C(Cl)Cl.CCOC(C)=O>C1COCC1>[O:31]=[C:30]1[N:7]([CH:8]2[CH2:13][CH2:12][N:11]([C:14]([O:16][C:17]([CH3:20])([CH3:19])[CH3:18])=[O:15])[CH2:10][CH2:9]2)[CH2:6][C:5]2[C:4](=[CH:24][CH:23]=[CH:22][CH:21]=2)[NH:1]1. Procedure details: To a solution of tert-butyl 4-(2-nitrobenzylamino)piperidine-1-carboxylate (13.2 g, 43.2 mmol) in THF (400 ml) was added a solution of CDI (7.7 g, 47.5 mmol) in 1:1 DCM: THF (100 ml) dropwise over 1 hour followed by stirring the reaction mixture for a further 16 hours. The reaction mixture was evaporated to give an oil that, when treated with EtOAc, precipitated the desired product. The precipitate was washed with cold EtOAc and dried to give a yellow solid (3.5 g). LC/MS (10% to 99%): M/Z (M+H)...